This data is from the Open Reaction Database (ORD), a public repository of structured organic reaction records. The task is: describe an organic reaction: reactants, conditions, products, and yield The reactants are BrC1=C(C=O)C=CC=C1 (2-bromobenzaldehyde), C1(=CC=CC2=CC=CC=C12)B(O)O (1-naphthylboronic acid), O1CCCC1 (tetrahydrofuran), C([O-])([O-])=O.[K+].[K+] (potassium carbonate). The reagents and catalysts are C=1C=CC(=CC1)[P](C=2C=CC=CC2)(C=3C=CC=CC3)[Pd]([P](C=4C=CC=CC4)(C=5C=CC=CC5)C=6C=CC=CC6)([P](C=7C=CC=CC7)(C=8C=CC=CC8)C=9C=CC=CC9)[P](C=1C=CC=CC1)(C=1C=CC=CC1)C=1C=CC=CC1 (tetrakis(triphenylphosphine)palladium). The solvent is O (water). Yields the product C1(=CC=CC2=CC=CC=C12)C1=C(C=O)C=CC=C1 (2-(1-naphthyl)benzaldehyde). Isolated yield 79.9%. As a reaction SMILES: Br[C:2]1[CH:9]=[CH:8][CH:7]=[CH:6][C:3]=1[CH:4]=[O:5].[C:10]1(B(O)O)[C:19]2[C:14](=[CH:15][CH:16]=[CH:17][CH:18]=2)[CH:13]=[CH:12][CH:11]=1.O1CCCC1.C(=O)([O-])[O-].[K+].[K+]>C1C=CC([P]([Pd]([P](C2C=CC=CC=2)(C2C=CC=CC=2)C2C=CC=CC=2)([P](C2C=CC=CC=2)(C2C=CC=CC=2)C2C=CC=CC=2)[P](C2C=CC=CC=2)(C2C=CC=CC=2)C2C=CC=CC=2)(C2C=CC=CC=2)C2C=CC=CC=2)=CC=1.O>[C:18]1([C:2]2[CH:9]=[CH:8][CH:7]=[CH:6][C:3]=2[CH:4]=[O:5])[C:19]2[C:14](=[CH:13][CH:12]=[CH:11][CH:10]=2)[CH:15]=[CH:16][CH:17]=1 |f:3.4.5,^1:37,39,58,77|. Procedure details: Into a 200-mL eggplant type flask were introduced 6.45 g (34.9 mmol) of 2-bromobenzaldehyde, 5.0 g (29.1 mmol) of 1-naphthylboronic acid, 0.15 g of tetrakis(triphenylphosphine)palladium, 60 mL of tetrahydrofuran, 10 g (73 mmol) of potassium carbonate, and 20 mL of water. This reaction mixture was heated with refluxing overnight. After washing with saturated aqueous ammonium chloride solution and saturated aqueous sodium chloride solution and drying with anhydrous magnesium sulfate, the extract w... Reactants: BrCc1ccccc1, O=C([O-])[O-], CN(C)C=O, [K+], [K+], O, O=C(O)CCOc1ccc(CO)cc1. Product: O=C(CCOc1ccc(CO)cc1)OCc1ccccc1. RXN SMILES: [Br:21][CH2:22][c:23]1[cH:24][cH:25][cH:26][cH:27][cH:28]1.[C:15](=[O:16])([O-:17])[O-:18].[CH3:30][N:31]([CH3:32])[CH:33]=[O:34].[K+:19].[K+:20].[OH2:29].[OH:1][CH2:2][c:3]1[cH:4][cH:5][c:6]([O:7][CH2:8][CH2:9][C:10](=[O:11])[OH:12])[cH:13][cH:14]1>>[OH:1][CH2:2][c:3]1[cH:4][cH:5][c:6]([O:7][CH2:8][CH2:9][C:10]([O:11][CH2:22][c:23]2[cH:24][cH:25][cH:26][cH:27][cH:28]2)=[O:12])[cH:13][cH:14]1.